This data is from the Open Reaction Database (ORD), a public repository of structured organic reaction records. The task is: describe an organic reaction: reactants, conditions, products, and yield Starting materials: CC(=O)c1cc(Br)ccc1OC1CCCC1, CO, ClC(Cl)Cl, Cl, NO, c1ccncc1. The product is CC(=NO)c1cc(Br)ccc1OC1CCCC1. Reaction SMILES: [Br:1][c:2]1[cH:3][cH:4][c:5]([O:11][CH:12]2[CH2:13][CH2:14][CH2:15][CH2:16]2)[c:6]([C:8]([CH3:9])=[O:10])[cH:7]1.[CH3:30][OH:31].[CH:26]([Cl:27])([Cl:28])[Cl:29].[ClH:17].[NH2:18][OH:19].[cH:20]1[cH:21][cH:22][n:23][cH:24][cH:25]1>>[Br:1][c:2]1[cH:3][cH:4][c:5]([O:11][CH:12]2[CH2:13][CH2:14][CH2:15][CH2:16]2)[c:6]([C:8]([CH3:9])=[N:18][OH:19])[cH:7]1. Product: BrC(C(=O)C1=CC(=C(C=C1)F)F)C (2-bromo-3',4'-difluoropropiophenone). The reactants are FC=1C=C(C=CC1F)C(CC)=O (3',4'-difluoropropiophenone), [Br-].[Br-].O1CCOCC1 (dioxane dibromide). Reported procedure: To 3',4'-difluoropropiophenone (Alfa Products, Danvers, Mass. 01923) (90.5 g, 0.53 mole) was added a solution of dioxane dibromide (131 4 g, 0.53 mole) in dioxane (500 ml). The reaction was worked up as in Example 1 to yield crude 2-bromo-3',4'-difluoropropiophenone (130.5 g). Reaction SMILES: [F:1][C:2]1[CH:3]=[C:4]([C:9](=[O:12])[CH2:10][CH3:11])[CH:5]=[CH:6][C:7]=1[F:8].[Br-:13].[Br-].O1CCOCC1>O1CCOCC1>[Br:13][CH:10]([CH3:11])[C:9]([C:4]1[CH:5]=[CH:6][C:7]([F:8])=[C:2]([F:1])[CH:3]=1)=[O:12] |f:1.2.3|. Solvent: O1CCOCC1 (dioxane). The yield is 98.9%. Product: FCC(=O)CC1=CN=C(N1S(=O)(=O)C1=CC=C(C)C=C1)C(C)C (2-isopropyl-1-tosylimidazol-5-ylmethyl fluoromethyl ketone). RXN SMILES: [N+](=[CH2:3])=[N-].[CH:4]([C:7]1[N:8]([S:16]([C:19]2[CH:25]=[CH:24][C:22]([CH3:23])=[CH:21][CH:20]=2)(=[O:18])=[O:17])[C:9]([CH2:12][C:13](Cl)=[O:14])=[CH:10][N:11]=1)([CH3:6])[CH3:5].C1C=CN=CC=1.[FH:32]>CCOCC>[F:32][CH2:3][C:13]([CH2:12][C:9]1[N:8]([S:16]([C:19]2[CH:25]=[CH:24][C:22]([CH3:23])=[CH:21][CH:20]=2)(=[O:18])=[O:17])[C:7]([CH:4]([CH3:6])[CH3:5])=[N:11][CH:10]=1)=[O:14] |f:2.3|. Reactants: C(C)(C)C=1N(C(=CN1)CC(=O)Cl)S(=O)(=O)C1=CC=C(C)C=C1 (2-isopropyl-1-tosylimidazol-5-ylacetyl chloride), ice, [N+](=[N-])=C (diazomethane), C1=CC=NC=C1.F (hydrogen fluoride/pyridine). Procedure details: To 200 ml of cold thionyl chloride is added 0.1 mole of 3-isopropylimidazol-5-ylmethanol. After stirring for 1 hour at 25° C. the excess thionyl chloride is evaporated under reduced pressure to give crude 5-chloromethyl-2-isopropylimidazole hydrochloride. To an ice cold solution of 5 mmole of 5-chloromethyl-2-isopropylimidazole hydrochloride in 25 ml of dry dimethylformamide is added a cold solution of powdered sodium cyanide (18 mmole) in 30 ml of dimethylformamide. The mixture is stirred overn... Solvent: CCOCC (ether), CCOCC (ether). Reactants: FC(F)(F)C1=C(C=CC=C1)O (trifluoromethylphenol), C1(=CC=CC=C1)[Si]1(CCC(CC1)C1=CC=C(C(=O)O)C=C1)CCC(C)C (4-(4-phenyl-4-(3methylbutyl)-4-silacyclohexyl)benzoic acid). Product: CC(CC[Si@@H]1CC[C@H](CC1)C1=CC=C(C(=O)OC2=C(C=CC=C2)C(F)(F)F)C=C1)C ((trifluoromethylphenyl) trans-4-(4-(3-methylbutyl)-4-silacyclohexyl)benzoate). As a reaction SMILES: [F:1][C:2]([C:5]1[CH:10]=[CH:9][CH:8]=[CH:7][C:6]=1[OH:11])([F:4])[F:3].C1([Si:18]2([CH2:33][CH2:34][CH:35]([CH3:37])[CH3:36])[CH2:23][CH2:22][CH:21]([C:24]3[CH:32]=[CH:31][C:27]([C:28](O)=[O:29])=[CH:26][CH:25]=3)[CH2:20][CH2:19]2)C=CC=CC=1>>[CH3:36][CH:35]([CH3:37])[CH2:34][CH2:33][Si@H:18]1[CH2:23][CH2:22][C@H:21]([C:24]2[CH:32]=[CH:31][C:27]([C:28]([O:11][C:6]3[CH:7]=[CH:8][CH:9]=[CH:10][C:5]=3[C:2]([F:3])([F:4])[F:1])=[O:29])=[CH:26][CH:25]=2)[CH2:20][CH2:19]1. Procedure details: The general procedure of Example 3 was repeated using trifluoromethylphenol and 4-(4-phenyl-4-(3methylbutyl)-4-silacyclohexyl)benzoic acid, thereby obtaining the intended product. Starting materials: C(CCC)C=1NC2=C(N1)C=CC(=C2)C(=O)O (2-n-butyl-benzimidazole-5-carboxylic acid), S(=O)(Cl)Cl (thionyl chloride), ice, [OH-].[Na+] (sodium hydroxide), NC1=C(C=CC=C1)O (2-aminophenol). The solvent is CN1C(CCC1)=O (N-methylpyrrolidinone). Run at time 15 minute. Product: C(CCC)C=1NC2=C(N1)C=CC(=C2)C=2OC1=C(N2)C=CC=C1 (2-n-Butyl-5-(benzoxazol-2-yl)-benzimidazole). Reaction SMILES: S(Cl)(Cl)=O.[CH2:5]([C:9]1[NH:10][C:11]2[CH:17]=[C:16]([C:18]([OH:20])=O)[CH:15]=[CH:14][C:12]=2[N:13]=1)[CH2:6][CH2:7][CH3:8].[NH2:21][C:22]1[CH:27]=[CH:26][CH:25]=[CH:24][C:23]=1O.[OH-].[Na+]>CN1CCCC1=O>[CH2:5]([C:9]1[NH:10][C:11]2[CH:17]=[C:16]([C:18]3[O:20][C:23]4[CH:24]=[CH:25][CH:26]=[CH:27][C:22]=4[N:21]=3)[CH:15]=[CH:14][C:12]=2[N:13]=1)[CH2:6][CH2:7][CH3:8] |f:3.4|. Procedure: 1.43 g (12 mMol) of thionyl chloride are added dropwise at 10° C. with stirring to a suspension of 2.52 g (10 mMol) of 2-n-butyl-benzimidazole-5-carboxylic acid in 15 ml of N-methylpyrrolidinone. The mixture is stirred for a further 15 minutes at ambient temperature, then 1.31 g (11 mMol) of 2-aminophenol are added and the mixture is heated to 140° C. for 2 hours. The mixture is then poured onto about 50 g of ice and 5 ml of 30% sodium hydroxide solution are added with stirring. The crude produc... The reactants are CC(C)(C)OC(=O)N1CCC(CN2CCN(S(=O)(=O)c3ccc(CBr)cc3)CC2=O)CC1, O=C([O-])[O-], [K+], [K+], CN(C)C=O, c1c[nH]cn1. The product is CC(C)(C)OC(=O)N1CCC(CN2CCN(S(=O)(=O)c3ccc(Cn4ccnc4)cc3)CC2=O)CC1. RXN SMILES: [Br:1][CH2:2][c:3]1[cH:4][cH:5][c:6]([S:9](=[O:10])(=[O:11])[N:12]2[CH2:13][C:14](=[O:32])[N:15]([CH2:18][CH:19]3[CH2:20][CH2:21][N:22]([C:25](=[O:26])[O:27][C:28]([CH3:29])([CH3:30])[CH3:31])[CH2:23][CH2:24]3)[CH2:16][CH2:17]2)[cH:7][cH:8]1.[C:33](=[O:34])([O-:35])[O-:36].[K+:37].[K+:38].[O:44]=[CH:45][N:46]([CH3:47])[CH3:48].[nH:39]1[cH:40][n:41][cH:42][cH:43]1>>[CH2:2]([c:3]1[cH:4][cH:5][c:6]([S:9](=[O:10])(=[O:11])[N:12]2[CH2:13][C:14](=[O:32])[N:15]([CH2:18][CH:19]3[CH2:20][CH2:21][N:22]([C:25](=[O:26])[O:27][C:28]([CH3:29])([CH3:30])[CH3:31])[CH2:23][CH2:24]3)[CH2:16][CH2:17]2)[cH:7][cH:8]1)[n:39]1[cH:40][n:41][cH:42][cH:43]1. Reactants: P(OCC)(OCC)OCC (Triethyl phosphite), COC(C1=CC(=CC(=C1)OC)Cl)OC (3-Chloro-5-methoxybenzaldehyde dimethyl acetal), B(F)(F)F.CCOCC (boron trifluoride etherate). Run in C(Cl)Cl (CH2Cl2). Yields the product COC(P(OCC)(=O)OCC)C1=CC(=CC(=C1)OC)Cl (Diethyl 1-methoxy-1-(3-chloro-5-methoxyphenyl)methane phosphonate). Isolated yield 77.0%. RXN SMILES: [P:1]([O:8][CH2:9][CH3:10])([O:5]CC)[O:2][CH2:3][CH3:4].[CH3:11][O:12][CH:13](OC)[C:14]1[CH:19]=[C:18]([O:20][CH3:21])[CH:17]=[C:16]([Cl:22])[CH:15]=1.B(F)(F)F.CCOCC>C(Cl)Cl>[CH3:11][O:12][CH:13]([C:14]1[CH:19]=[C:18]([O:20][CH3:21])[CH:17]=[C:16]([Cl:22])[CH:15]=1)[P:1]([O:2][CH2:3][CH3:4])(=[O:5])[O:8][CH2:9][CH3:10] |f:2.3|. Procedure details: Triethyl phosphite (3.2 ml, 19 mmol) was added dropwise to a solution of acetal 7 (4.0 g, 18.5 mmol), boron trifluoride etherate (2.3 ml, 19 mmol) and CH2Cl2 (20 ml) at 0° C. After slowly warming the reaction to room temperature (30 min), the solution was partitioned with dilute NaHCO3, dried over Na2SO4, evaporated and purified on silica gel (40%-100% EtOAc/hexanes) to give 4.6 g (77.5%) of phosphonate 8 as a light yellow oil. Reactants: C(C1=CC=CC=C1)OC(=O)N1[C@@H](CCC1)C(=O)NCCO ((S)-1-benzyloxycarbonyl-N-2-hydroxyethyl-2-pyrrolidinecarboxamide). Reagents/catalysts: [C].[Pd] (palladium-carbon). Run in CO (methanol). Product: OCCNC(=O)[C@H]1NCCC1 ((S)-N-(2-hydroxyethyl)-2-pyrrolidinecarboxamide). Isolated yield 99.9%. As a reaction SMILES: C(OC([N:11]1[CH2:15][CH2:14][CH2:13][C@H:12]1[C:16]([NH:18][CH2:19][CH2:20][OH:21])=[O:17])=O)C1C=CC=CC=1>CO.[C].[Pd]>[OH:21][CH2:20][CH2:19][NH:18][C:16]([C@@H:12]1[CH2:13][CH2:14][CH2:15][NH:11]1)=[O:17] |f:2.3|. Reported procedure: In 70 ml of methanol was dissolved 5.92 g of compound (79) and the compound was catalytically reduced by an ordinary method using 10% palladium-carbon as a catalyst. After the reaction, the catalyst and the solvent were removed to provide 3.2 g of syrupy (S)-N-2-hydroxyethyl-2-pyrrolidinecarboxamide (53). The product was solidified when it was refrigerated.